This data is from the Open Reaction Database (ORD), a public repository of structured organic reaction records. The task is: describe an organic reaction: reactants, conditions, products, and yield The reactants are C(C1=CC=CC=C1)OC(NCC=1C(=NOC1C1=CC=C(C=C1)Br)C)=O ([5-(4-bromo-phenyl)-3-methyl-isoxazol-4-ylmethyl]-carbamic acid benzyl ester), C(C)OC(=O)C1(CC1)C1=CC=C(C=C1)B1OC(C(O1)(C)C)(C)C (1-[4-(4,4,5,5-tetramethyl-[1,3,2]dioxaborolan-2-yl)-phenyl]-cyclopropanecarboxylic acid ethyl ester). Product: C(C)OC(=O)C1(CC1)C1=CC=C(C=C1)C1=CC=C(C=C1)C1=C(C(=NO1)C)CNC(=O)OCC1=CC=CC=C1 (1-{4′-[4-(Benzyloxycarbonylamino-methyl)-3-methyl-isoxazol-5-yl]-biphenyl-4-yl}-cyclopropanecarboxylic acid ethyl ester). As a reaction SMILES: [CH2:1]([O:8][C:9](=[O:25])[NH:10][CH2:11][C:12]1[C:13]([CH3:24])=[N:14][O:15][C:16]=1[C:17]1[CH:22]=[CH:21][C:20](Br)=[CH:19][CH:18]=1)[C:2]1[CH:7]=[CH:6][CH:5]=[CH:4][CH:3]=1.[CH2:26]([O:28][C:29]([C:31]1([C:34]2[CH:39]=[CH:38][C:37](B3OC(C)(C)C(C)(C)O3)=[CH:36][CH:35]=2)[CH2:33][CH2:32]1)=[O:30])[CH3:27]>>[CH2:26]([O:28][C:29]([C:31]1([C:34]2[CH:39]=[CH:38][C:37]([C:20]3[CH:21]=[CH:22][C:17]([C:16]4[O:15][N:14]=[C:13]([CH3:24])[C:12]=4[CH2:11][NH:10][C:9]([O:8][CH2:1][C:2]4[CH:7]=[CH:6][CH:5]=[CH:4][CH:3]=4)=[O:25])=[CH:18][CH:19]=3)=[CH:36][CH:35]=2)[CH2:32][CH2:33]1)=[O:30])[CH3:27]. Reported procedure: Prepared according to the procedure described in Example 3, Step 5, using [5-(4-bromo-phenyl)-3-methyl-isoxazol-4-ylmethyl]-carbamic acid benzyl ester and 1-[4-(4,4,5,5-tetramethyl-[1,3,2]dioxaborolan-2-yl)-phenyl]-cyclopropanecarboxylic acid ethyl ester. Reactants: C(C)(C)(C)OC(=O)NCCCCCCOC=1C=NC=CC1 (3-[6-(N-tert-Butoxycarbonylamino)-1-hexyl-oxy]-pyridine), Cl (hydrogen chloride). Run in C(C)OCC (dietyl ether). Run at time 45 minute. Product: Cl.NCCCCCCOC=1C=NC=CC1 (3-[6-amino-1-hexyl-oxy]-pyridine, hydrochloride). As a reaction SMILES: C(OC([NH:8][CH2:9][CH2:10][CH2:11][CH2:12][CH2:13][CH2:14][O:15][C:16]1[CH:17]=[N:18][CH:19]=[CH:20][CH:21]=1)=O)(C)(C)C.[ClH:22]>C(OCC)C>[ClH:22].[NH2:8][CH2:9][CH2:10][CH2:11][CH2:12][CH2:13][CH2:14][O:15][C:16]1[CH:17]=[N:18][CH:19]=[CH:20][CH:21]=1 |f:3.4|. Reported procedure: 3-[6-(N-tert-Butoxycarbonylamino)-1-hexyl-oxy]-pyridine (180 mg) was treated with a large excess of hydrogen chloride in dietyl ether with stirring for 45 minutes followed by evaporation in vacuo. Trituration with diethyl ether, decantation and evaporation gave the title compound as a colourless powder. The reactants are CN(/C=C/C=1C(=C(C(=O)OC)C=CC1)[N+](=O)[O-])C (methyl 3-[2-(E)-(dimethylamino)ethenyl]-2-nitrobenzoate), [H][H] (hydrogen). The reagents and catalysts are [Pd] (palladium on charcoal). Run in C1(=CC=CC=C1)C (toluene). Yields the product N1C=CC2=CC=CC(=C12)C(=O)OC (Methyl 7-indolecarboxylate). Reaction SMILES: CN(C)/[CH:3]=[CH:4]/[C:5]1[C:6]([N+:15]([O-])=O)=[C:7]([CH:12]=[CH:13][CH:14]=1)[C:8]([O:10][CH3:11])=[O:9].[H][H]>C1(C)C=CC=CC=1.[Pd]>[NH:15]1[C:6]2[C:5](=[CH:14][CH:13]=[CH:12][C:7]=2[C:8]([O:10][CH3:11])=[O:9])[CH:4]=[CH:3]1. Procedure details: A solution of methyl 3-[2-(E)-(dimethylamino)ethenyl]-2-nitrobenzoate (12.0 g, 48 mmol) in toluene (200 ml) was hydrogenated at 60 psi over 10% palladium on charcoal (1.5 g) until hydrogen uptake ceased. The catalyst was filtered off, the filtrate was evaporated and the residue was chromatographed on silica to give the product. The reactants are C(=O)(OCC)C1NCCSC1 (3-carbethoxythiomorpholine), ClC1=CC=C(C=C1)N=C=O (4-chlorophenyl isocyanate). Reagents/catalysts: hexanes, C(C)N(CC)CC (triethylamine). The product is C(=O)(OCC)C1N(CCSC1)C(=O)NC1=CC=C(C=C1)Cl (3-carbethoxy-4-(4-chlorophenylaminocarbonyl)thiomorpholine). Isolated yield 30.5%. As a reaction SMILES: [C:1]([CH:6]1[CH2:11][S:10][CH2:9][CH2:8][NH:7]1)([O:3][CH2:4][CH3:5])=[O:2].[Cl:12][C:13]1[CH:18]=[CH:17][C:16]([N:19]=[C:20]=[O:21])=[CH:15][CH:14]=1>C(N(CC)CC)C>[C:1]([CH:6]1[CH2:11][S:10][CH2:9][CH2:8][N:7]1[C:20]([NH:19][C:16]1[CH:17]=[CH:18][C:13]([Cl:12])=[CH:14][CH:15]=1)=[O:21])([O:3][CH2:4][CH3:5])=[O:2]. Procedure details: Seven grams of 3-carbethoxythiomorpholine and 6.5 g of 4-chlorophenyl isocyanate were added to 60 ml of hexanes containing 10 drops of triethylamine as a catalyst. A mild exothermic reaction took place as the reactants mixed. After the mixture cooled to room temperature, the precipitate was collected by filtration and recrystallized from a mixture of methylene chloride and ether to give 4 g of 3-carbethoxy-4-(4-chlorophenylaminocarbonyl)thiomorpholine, mp 152.5°-154.5° C. Starting materials: N (ammonia), 2',3',5'-triacyl-6-chloroguanosine, ClC1(C=2N=CN([C@H]3[C@H](O)[C@H](O)[C@@H](CO)O3)C2N=C(N1)N)O (6-chloroguanosine), 2',3',5'-triacyl-6-chloroguanosine, C(C)(=O)[C@@]1([C@@H](O[C@@H]([C@]1(O)C(C)=O)C(O)C(C)=O)N1C=NC=2C(O)(NC(N)=NC12)Cl)O (2',3',5'-triacetyl-6-chloroguanosine), N(=O)[O-].[Na+] (sodium nitrite), Cl (hydrochloric acid). The solvent is ice water. The product is ClC=1N=C(C=2N=CN([C@H]3[C@H](O)[C@H](O)[C@@H](CO)O3)C2N1)N (2-chloroadenosine), ( II ). The yield is 60.0%. As a reaction SMILES: Cl[C:2]1(O)[NH:19][C:18](N)=[N:17][C:16]2[N:6]([C@@H:7]3[O:15][C@H:12]([CH2:13][OH:14])[C@@H:10]([OH:11])[C@H:8]3[OH:9])[CH:5]=[N:4][C:3]1=2.C([C@@]1(O)[C@](C(=O)C)(O)[C@@H](C(C(=O)C)O)O[C@H]1N1C2N=C(N)NC(Cl)(O)C=2N=C1)(=O)C.N([O-])=O.[Na+].[ClH:56].[NH3:57]>>[Cl:56][C:18]1[N:19]=[C:2]([NH2:57])[C:3]2[N:4]=[CH:5][N:6]([C:16]=2[N:17]=1)[C@@H:7]1[O:15][C@H:12]([CH2:13][OH:14])[C@@H:10]([OH:11])[C@H:8]1[OH:9] |f:2.3|. Reported procedure: The starting material, 2-chloroadenosine of the formula (II) used in the above Process 1 can be obtained in high yield from 6-chloroguanosine or a 2',3',5'-triacyl-6-chloroguanosine as disclosed in Japanese Patent Application OPI No. 48,496/1973. That is, 6-chloroguanosine or a 2',3',5'-triacyl-6-chloroguanosine, e.g., 2',3',5'-triacetyl-6-chloroguanosine, is first reacted with sodium nitrite and hydrochloric acid in ice-water and thereafter the reaction mixture is neutralized with, for example,... RXN SMILES: [F:1][C:2]([F:25])([CH:22]([F:24])[F:23])[CH2:3][O:4][C:5]1[CH:10]=[CH:9][C:8]([N:11]2[C:15](=[O:16])[N:14]([C@H:17]([CH3:21])[C:18](O)=[O:19])[N:13]=[CH:12]2)=[CH:7][CH:6]=1.S(Cl)([Cl:28])=O>>[F:1][C:2]([F:25])([CH:22]([F:24])[F:23])[CH2:3][O:4][C:5]1[CH:10]=[CH:9][C:8]([N:11]2[C:15](=[O:16])[N:14]([C@H:17]([CH3:21])[C:18]([Cl:28])=[O:19])[N:13]=[CH:12]2)=[CH:7][CH:6]=1. Procedure details: To 2.0 g of (2R)-2-[4-[4-(2,2,3,3-tetrafluoropropoxy)phenyl]-4,5-dihydro-5-oxo-1H-1,2,4-triazol-1-yl]propanoic acid was added 20 ml of thionyl chloride and the mixture was stirred at 80° C. for 40 minutes. The reaction solution was concentrated under reduced pressure to give 2.1 g of (2R)-2-[4-[4-(2,2,3,3-tetrafluoropropoxy)phenyl]-4,5-dihydro-5-oxo-1H-1,2,4-triazol-1-yl]propanoyl chloride as a pale yellow oil. This product was used for the next step without purification. Run at temperature 80 celsius, time 40 minute. Starting materials: FC(COC1=CC=C(C=C1)N1C=NN(C1=O)[C@@H](C(=O)O)C)(C(F)F)F ((2R)-2-[4-[4-(2,2,3,3-tetrafluoropropoxy)phenyl]-4,5-dihydro-5-oxo-1H-1,2,4-triazol-1-yl]propanoic acid), S(=O)(Cl)Cl (thionyl chloride). Product: FC(COC1=CC=C(C=C1)N1C=NN(C1=O)[C@@H](C(=O)Cl)C)(C(F)F)F ((2R)-2-[4-[4-(2,2,3,3-tetrafluoropropoxy)phenyl]-4,5-dihydro-5-oxo-1H-1,2,4-triazol-1-yl]propanoyl chloride). Starting materials: CCOc1cc(Cl)nc2ccccc12, Cl, NCCCOc1cccc(CN2CCCCC2)c1. Yields the product CCOc1cc(NCCCOc2cccc(CN3CCCCC3)c2)nc2ccccc12. As a reaction SMILES: [Cl:19][c:20]1[n:21][c:22]2[cH:23][cH:24][cH:25][cH:26][c:27]2[c:28]([O:30][CH2:31][CH3:32])[cH:29]1.[ClH:33].[N:1]1([CH2:7][c:8]2[cH:9][c:10]([O:11][CH2:12][CH2:13][CH2:14][NH2:15])[cH:16][cH:17][cH:18]2)[CH2:2][CH2:3][CH2:4][CH2:5][CH2:6]1>>[N:1]1([CH2:7][c:8]2[cH:9][c:10]([O:11][CH2:12][CH2:13][CH2:14][NH:15][c:20]3[n:21][c:22]4[cH:23][cH:24][cH:25][cH:26][c:27]4[c:28]([O:30][CH2:31][CH3:32])[cH:29]3)[cH:16][cH:17][cH:18]2)[CH2:2][CH2:3][CH2:4][CH2:5][CH2:6]1. The reactants are O1C(CC2=C1C=CC=N2)=O (furopyridone), P(=O)(Cl)(Cl)Cl (phosphorus oxychloride). Yields the product ClC=1N=CC=C2C1OC=C2 (7-chlorofuro[2,3-c]pyridine). RXN SMILES: [O:1]1[C:5]2[CH:6]=[CH:7][CH:8]=[N:9][C:4]=2[CH2:3][C:2]1=O.P(Cl)(Cl)([Cl:13])=O>>[Cl:13][C:4]1[N:9]=[CH:8][CH:7]=[C:6]2[CH:3]=[CH:2][O:1][C:5]=12. Procedure details: For example, furan-3-acrylic acid is converted to the acid azide by first reacting the acid with ethoxycarbonyl chloride and triethylamine to form the acid chloride and then reacting the mixed anhydride with sodium azide in water. The furan-3-acrylic acid azide is then heated in diphenylmethane with tributylamine to a temperature of about 190° C. to about 210° C. to form the furopyridone represented by the formula ##STR12## The furopyridone is allowed to react with phosphorus oxychloride to form...